This data is from the Open Reaction Database (ORD), a public repository of structured organic reaction records. The task is: describe an organic reaction: reactants, conditions, products, and yield The reactants are CC(C)([O-])C.[K+] (Potassium t-butoxide), BrC=1NC(=C(C1C#N)Br)Br (2,4,5-tribromopyrrole-3-carbonitrile), C(C=C)I (allyl iodide). Run in tetrafuran. The product is C(C=C)N1C(=C(C(=C1Br)Br)C#N)Br (1-Allyl-2,4,5-tribromopyrrole-3-carbonitrile). Yield: 93.3%. RXN SMILES: [CH3:1][C:2](C)([O-])[CH3:3].[K+].[Br:7][C:8]1[NH:9][C:10]([Br:16])=[C:11]([Br:15])[C:12]=1[C:13]#[N:14].C(I)C=C>>[CH2:3]([N:9]1[C:10]([Br:16])=[C:11]([Br:15])[C:12]([C:13]#[N:14])=[C:8]1[Br:7])[CH:2]=[CH2:1] |f:0.1|. Procedure: Potassium t-butoxide (0.75 g, 6.7 mmol) is added portionwise at room temperature to a solution of 2,4,5-tribromopyrrole-3-carbonitrile (2.0 g, 6.1 mmol) in anhydrous tetrafuran (20 mL). After 30 minutes allyl iodide (1.12 g, 6.7 mmol) is added dropwise and then refluxed for 2 hours. Work-up as described in Example 15 gives the product as a pale pink liquid (2.1 g).